This data is from the Open Reaction Database (ORD), a public repository of structured organic reaction records. The task is: describe an organic reaction: reactants, conditions, products, and yield Reactants: ClC1=C(C(=C2C(C(=CN(C2=N1)CC1=C(C=C(C=C1)OC)OC)C(=O)OCC)=O)C)F (ethyl 7-chloro-1-(2,4-dimethoxybenzyl)-6-fluoro-5-methyl-4-oxo-1,4-dihydro-1,8-naphthyridine-3-carboxylate), N1CCC1 (azetidine), C([O-])([O-])=O.[K+].[K+] (potassium carbonate). The solvent is ClCCl (dichloromethane), ClCCl (dichloromethane). Conditions: time 3 day. The product is N1(CCC1)C1=C(C(=C2C(C(=CN(C2=N1)CC1=C(C=C(C=C1)OC)OC)C(=O)OCC)=O)C)F (ethyl 7-azetidin-1-yl-1-(2,4-dimethoxybenzyl)-6-fluoro-5-methyl-4-oxo-1,4-dihydro-1,8-naphthyridine-3-carboxylate). Reaction SMILES: Cl[C:2]1[N:11]=[C:10]2[C:5]([C:6](=[O:28])[C:7]([C:23]([O:25][CH2:26][CH3:27])=[O:24])=[CH:8][N:9]2[CH2:12][C:13]2[CH:18]=[CH:17][C:16]([O:19][CH3:20])=[CH:15][C:14]=2[O:21][CH3:22])=[C:4]([CH3:29])[C:3]=1[F:30].[NH:31]1[CH2:34][CH2:33][CH2:32]1.C(=O)([O-])[O-].[K+].[K+]>ClCCl>[N:31]1([C:2]2[N:11]=[C:10]3[C:5]([C:6](=[O:28])[C:7]([C:23]([O:25][CH2:26][CH3:27])=[O:24])=[CH:8][N:9]3[CH2:12][C:13]3[CH:18]=[CH:17][C:16]([O:19][CH3:20])=[CH:15][C:14]=3[O:21][CH3:22])=[C:4]([CH3:29])[C:3]=2[F:30])[CH2:34][CH2:33][CH2:32]1 |f:2.3.4|. Reported procedure: A mixture of ethyl 7-chloro-1-(2,4-dimethoxybenzyl)-6-fluoro-5-methyl-4-oxo-1,4-dihydro-1,8-naphthyridine-3-carboxylate (254 mg), azetidine (0.085 mL), and potassium carbonate (160 mg) in dichloromethane (5 mL) was stirred for 3 days, diluted with dichloromethane, washed with water and 10% citric acid, filtered through a cotton plug, and concentrated. Starting materials: FC1=CC=C(C=C1)C=1N=C(NC1C1=CC=C(C=C1)F)C(C)C (4,5-bis(4-fluorophenyl)-2-(1-methylethyl)-1H-imidazole), C(C#C)=O (propiolaldehyde), C(C#C)=O (propiolaldehyde). Run in C1CCOC1 (THF). Product: FC1=CC=C(C=C1)C=1N=C(N(C1C1=CC=C(C=C1)F)C=CC=O)C(C)C (3-[4,5-Bis(4-fluorophenyl)-2-(1-methylethyl)-1H-imidazol-1-yl]-2-propenal). RXN SMILES: [F:1][C:2]1[CH:7]=[CH:6][C:5]([C:8]2[N:9]=[C:10]([CH:20]([CH3:22])[CH3:21])[NH:11][C:12]=2[C:13]2[CH:18]=[CH:17][C:16]([F:19])=[CH:15][CH:14]=2)=[CH:4][CH:3]=1.[CH:23](=[O:26])[C:24]#[CH:25]>C1COCC1>[F:19][C:16]1[CH:17]=[CH:18][C:13]([C:12]2[N:11]=[C:10]([CH:20]([CH3:22])[CH3:21])[N:9]([CH:25]=[CH:24][CH:23]=[O:26])[C:8]=2[C:5]2[CH:4]=[CH:3][C:2]([F:1])=[CH:7][CH:6]=2)=[CH:14][CH:15]=1. Reported procedure: To a solution of 4,5-bis(4-fluorophenyl)-2-(1-methylethyl)-1H-imidazole (492 mg) in dry THF under nitrogen was added propiolaldehyde (0.97 ml) and the reaction mixture heated to reflux. Further quantities of propiolaldehyde were added in portions (3×1.1 g) during successive 2 h periods. The reaction mixture was concentrated and the deep red residue was purified by FCC eluting with system A (1:4) to give the title product (398 mg) as an off-white solid and as a 1:1 mixture of geometric isomers. δ... Starting materials: O=C1c2ccccc2C(=O)N1CCCCBr, O=C([O-])[O-], CCCNC1CCc2nc(N)sc2C1, CC#N, [Cs+], [Cs+], [I-], [Na+]. The product is CCCN(CCCCN1C(=O)c2ccccc2C1=O)C1CCc2nc(N)sc2C1. Reaction SMILES: [Br:1][CH2:2][CH2:3][CH2:4][CH2:5][N:6]1[C:7](=[O:16])[c:8]2[c:9]([cH:12][cH:13][cH:14][cH:15]2)[C:10]1=[O:11].[C:17](=[O:18])([O-:19])[O-:20].[CH3:25][CH2:26][CH2:27][NH:28][CH:29]1[CH2:30][CH2:31][c:32]2[n:33][c:34]([NH2:35])[s:36][c:37]2[CH2:38]1.[CH3:39][C:40]#[N:41].[Cs+:21].[Cs+:22].[I-:24].[Na+:23]>>[CH2:2]([CH2:3][CH2:4][CH2:5][N:6]1[C:7](=[O:16])[c:8]2[c:9]([cH:12][cH:13][cH:14][cH:15]2)[C:10]1=[O:11])[N:28]([CH2:27][CH2:26][CH3:25])[CH:29]1[CH2:30][CH2:31][c:32]2[n:33][c:34]([NH2:35])[s:36][c:37]2[CH2:38]1. Starting materials: BrC1=CC=C2C(=CC(OC2=C1)=O)C1=CC=C(C=C1)F (7-bromo-4-(4-fluorophenyl)-2H-chromen-2-one), SC=1SC(=CN1)C(C)(CC)O (2-(2-mercapto-1,3-thiazole-5-yl)butan-2-ol), C(=O)([O-])[O-].[K+].[K+] (K2CO3). Solvent: CN1CCCC1=O (NMP). The product is FC1=CC=C(C=C1)C1=CC(OC2=CC(=CC=C12)SC=1SC(=CN1)C(CC)(C)O)=O (4-(4-fluorophenyl)-7-{[5-(1-hydroxy-1-methylpropyl)-1,3-thiazol-2-yl]thio}-2H-chromen-2-one). RXN SMILES: Br[C:2]1[CH:11]=[C:10]2[C:5]([C:6]([C:13]3[CH:18]=[CH:17][C:16]([F:19])=[CH:15][CH:14]=3)=[CH:7][C:8](=[O:12])[O:9]2)=[CH:4][CH:3]=1.[SH:20][C:21]1[S:22][C:23]([C:26]([OH:30])([CH2:28][CH3:29])[CH3:27])=[CH:24][N:25]=1.C([O-])([O-])=O.[K+].[K+]>CN1C(=O)CCC1>[F:19][C:16]1[CH:17]=[CH:18][C:13]([C:6]2[C:5]3[C:10](=[CH:11][C:2]([S:20][C:21]4[S:22][C:23]([C:26]([OH:30])([CH3:27])[CH2:28][CH3:29])=[CH:24][N:25]=4)=[CH:3][CH:4]=3)[O:9][C:8](=[O:12])[CH:7]=2)=[CH:14][CH:15]=1 |f:2.3.4|. Procedure: Employing the procedure described in Example 1, Step 3, using 7-bromo-4-(4-fluorophenyl)-2H-chromen-2-one, 2-(2-mercapto-1,3-thiazole-5-yl)butan-2-ol and K2CO3 in NMP, the title compound was obtained. 1H NMR (400 MHz, acetone-d6): δ 7.72 (s, 1H), 7.63-7.68 (m, 2H), 7.51 (d, 1H), 7.43 (d, 1H), 7.33-7.41 (m, 3H), 6.38 (s, 1H), 1.93-1.80 (m, 2H), 1.61 (s, 3H), 0.90 (t, 3H). The reactants are (S)-piperidine-3-carboxylic acid, HCl, CN1CCCC1=O (NMP), BrCCC1=CC=C(C=C1)C1=NOC(=N1)C1=NOC(=C1CCC)C1=CC=CC=C1 (3-(4-(2-bromoethyl)phenyl)-5-(5-phenyl-4-propylisoxazol-3-yl)-1,2,4-oxadiazole), [I-].[Na+] (sodium iodide), C([O-])([O-])=O.[Cs+].[Cs+] (cesium carbonate). Conditions: temperature 80 celsius, time 30 minute. The product is C1(=CC=CC=C1)C1=C(C(=NO1)C1=NC(=NO1)C1=CC=C(CCN2C[C@H](CCC2)C(=O)O)C=C1)CCC ((S)-1-(4-(5-(5-Phenyl-4-propylisoxazol-3-yl)-1,2,4-oxadiazol-3-yl)phenethyl)piperidine-3-carboxylic acid). As a reaction SMILES: [C:1](=[O:4])([O-])[O-:2].[Cs+].[Cs+].Br[CH2:8][CH2:9][C:10]1[CH:15]=[CH:14][C:13]([C:16]2[N:20]=[C:19]([C:21]3[C:25]([CH2:26][CH2:27][CH3:28])=[C:24]([C:29]4[CH:34]=[CH:33][CH:32]=[CH:31][CH:30]=4)[O:23][N:22]=3)[O:18][N:17]=2)=[CH:12][CH:11]=1.[I-].[Na+].[CH3:37][N:38]1[C:42](=O)[CH2:41][CH2:40][CH2:39]1>>[C:29]1([C:24]2[O:23][N:22]=[C:21]([C:19]3[O:18][N:17]=[C:16]([C:13]4[CH:14]=[CH:15][C:10]([CH2:9][CH2:8][N:38]5[CH2:37][CH2:42][CH2:41][C@H:40]([C:1]([OH:2])=[O:4])[CH2:39]5)=[CH:11][CH:12]=4)[N:20]=3)[C:25]=2[CH2:26][CH2:27][CH3:28])[CH:34]=[CH:33][CH:32]=[CH:31][CH:30]=1 |f:0.1.2,4.5|. Procedure: To a mixture of (S)-piperidine-3-carboxylic acid, HCl (29.5 mg, 0.178 mmol) in NMP (2 mL) was added cesium carbonate (97 mg, 0.297 mmol). The reaction mixture was stirred for 30 minutes. Next, 3-(4-(2-bromoethyl)phenyl)-5-(5-phenyl-4-propylisoxazol-3-yl)-1,2,4-oxadiazole (26 mg, 0.059 mmol) and sodium iodide (2 mg, 0.013 mmol) were added. The reaction mixture was heated at 80° C. overnight. The reaction mixture was filtered and purified by HPLC. HPLC conditions: PHENOMENEX® Luna C18 5 micron col... The product is NC1=NC=CC(=C1C1=CC=C(C=C1)OCC1=CC=CC=C1)OC=1C=C(C=CC1)NC(C=C)=O (N-(3-((2-amino-3-(4-(benzyloxy)phenyl)pyridin-4-yl)oxy)phenyl)acrylamide). Procedure: N-(3-((2-amino-3-(4-(benzyloxy)phenyl)pyridin-4-yl)oxy)phenyl)acrylamide was prepared from 4-chloro-3-iodopyridin-2-amine, 3-aminophenol, (4-(benzyloxy)phenyl)boronic acid, and acryloyl chloride using methods A, C, and F. HPLC: 100%. MS: m/z=438 [M+H]+. 1H-NMR (DMSO-D6) δ 10.36 (s, 1H), 7.92 (d, 1H), 7.64 (s, 1H), 7.47-7.32 (m, 11H), 7.16 (d, 2H), 6.86 (m, 1H), 6.40 (dd, 1H), 6.33 (d, 1H), 6.24 (d, 1H), 5.77 (d, 1H), 5.13 (s, 2H). RXN SMILES: Cl[C:2]1[CH:7]=[CH:6][N:5]=[C:4]([NH2:8])[C:3]=1I.[NH2:10][C:11]1[CH:12]=[C:13]([OH:17])[CH:14]=[CH:15][CH:16]=1.[CH2:18]([O:25][C:26]1[CH:31]=[CH:30][C:29](B(O)O)=[CH:28][CH:27]=1)[C:19]1[CH:24]=[CH:23][CH:22]=[CH:21][CH:20]=1.[C:35](Cl)(=[O:38])[CH:36]=[CH2:37]>>[NH2:8][C:4]1[C:3]([C:29]2[CH:30]=[CH:31][C:26]([O:25][CH2:18][C:19]3[CH:24]=[CH:23][CH:22]=[CH:21][CH:20]=3)=[CH:27][CH:28]=2)=[C:2]([O:17][C:13]2[CH:12]=[C:11]([NH:10][C:35](=[O:38])[CH:36]=[CH2:37])[CH:16]=[CH:15][CH:14]=2)[CH:7]=[CH:6][N:5]=1. Reactants: ClC1=C(C(=NC=C1)N)I (4-chloro-3-iodopyridin-2-amine), NC=1C=C(C=CC1)O (3-aminophenol), C(C1=CC=CC=C1)OC1=CC=C(C=C1)B(O)O ((4-(benzyloxy)phenyl)boronic acid), C(C=C)(=O)Cl (acryloyl chloride).